Dataset: the Open Reaction Database (ORD), a public repository of structured organic reaction records. Task: describe an organic reaction: reactants, conditions, products, and yield Procedure: Formula I where R2 is H; R3 is Cl; R5 is Benzyl; R6 is Isopropyl; R6′ is H; R7 taken together with R8 is 2-(3-Fluoro-4-methyl-phenyl)-4,4-dimethyl-4,5-dihydro-imidazol-1-yl-; W and Z are —N═; X and Y are —C═: A solution of (±)-N-{2-[1-(3-benzyl-7-chloro-4-oxo-3,4-dihydro-pteridin-2-yl)-2-methyl-propylamino]-1,1-dimethyl-ethyl}-3-fluoro-4-methyl-benzamide (121 mg, 0.219 mmol) in phosphorus oxychloride (2 mL) is heated at reflux. After 8 hours, the reaction mixture is allowed to cool to ambient te... Product: C(C1=CC=CC=C1)N1C(=NC2=NC(=CN=C2C1=O)Cl)C(C(C)C)N1C(=NC(C1)(C)C)C1=CC(=C(C=C1)C)F ((±)-3-benzyl-7-chloro-2-{1-[2-(3-fluoro-4-methyl-phenyl)-4,4-dimethyl-4,5-dihydro-imidazol-1-yl]-2-methyl-propyl}-3H-pteridin-4-one). Run in P(=O)(Cl)(Cl)Cl (phosphorus oxychloride). Reactants: C(C1=CC=CC=C1)N1C(=NC2=NC(=CN=C2C1=O)Cl)C(C(C)C)NCC(C)(C)NC(C1=CC(=C(C=C1)C)F)=O ((±)-N-{2-[1-(3-benzyl-7-chloro-4-oxo-3,4-dihydro-pteridin-2-yl)-2-methyl-propylamino]-1,1-dimethyl-ethyl}-3-fluoro-4-methyl-benzamide). Reaction conditions: time 8 hour. RXN SMILES: [CH2:1]([N:8]1[C:17](=[O:18])[C:16]2[C:11](=[N:12][C:13]([Cl:19])=[CH:14][N:15]=2)[N:10]=[C:9]1[CH:20]([NH:24][CH2:25][C:26]([NH:29][C:30](=O)[C:31]1[CH:36]=[CH:35][C:34]([CH3:37])=[C:33]([F:38])[CH:32]=1)([CH3:28])[CH3:27])[CH:21]([CH3:23])[CH3:22])[C:2]1[CH:7]=[CH:6][CH:5]=[CH:4][CH:3]=1>P(Cl)(Cl)(Cl)=O>[CH2:1]([N:8]1[C:17](=[O:18])[C:16]2[C:11](=[N:12][C:13]([Cl:19])=[CH:14][N:15]=2)[N:10]=[C:9]1[CH:20]([N:24]1[CH2:25][C:26]([CH3:27])([CH3:28])[N:29]=[C:30]1[C:31]1[CH:36]=[CH:35][C:34]([CH3:37])=[C:33]([F:38])[CH:32]=1)[CH:21]([CH3:23])[CH3:22])[C:2]1[CH:7]=[CH:6][CH:5]=[CH:4][CH:3]=1. The reactants are NC1=C2C(=NC=N1)N(N=C2C)C(C)C2=CC(=C(C=1CN(CCCOC12)C(=O)OC(C)(C)C)F)Cl (tert-Butyl 10-[1-(4-amino-3-methyl-1H-pyrazolo[3,4-d]pyrimidin-1-yl)ethyl]-8-chloro-7-fluoro-3,4-dihydro-2H-1,5-benzoxazocine-5(6H)-carboxylate), C(Cl)Cl (methylene chloride), C(C)(C)N(C(C)C)CC (N,N-diisopropylethylamine), CS(=O)(=O)Cl (Methanesulfonyl chloride). Reaction conditions: temperature 0 celsius, time 1 hour. Product: ClC=1C=C(C2=C(CN(CCCO2)S(=O)(=O)C)C1F)C(C)N1N=C(C=2C1=NC=NC2N)C (1-{1-[8-Chloro-7-fluoro-5-(methylsulfonyl)-3,4,5,6-tetrahydro-2H-1,5-benzoxazocin-10-yl]ethyl}-3-methyl-1H-pyrazolo[3,4-d]pyrimidin-4-amine). Reaction SMILES: [NH2:1][C:2]1[N:7]=[CH:6][N:5]=[C:4]2[N:8]([CH:12]([C:14]3[C:25]4[O:24][CH2:23][CH2:22][CH2:21][N:20](C(OC(C)(C)C)=O)[CH2:19][C:18]=4[C:17]([F:33])=[C:16]([Cl:34])[CH:15]=3)[CH3:13])[N:9]=[C:10]([CH3:11])[C:3]=12.C(Cl)Cl.C(N(CC)C(C)C)(C)C.[CH3:47][S:48](Cl)(=[O:50])=[O:49]>>[Cl:34][C:16]1[CH:15]=[C:14]([CH:12]([N:8]2[C:4]3=[N:5][CH:6]=[N:7][C:2]([NH2:1])=[C:3]3[C:10]([CH3:11])=[N:9]2)[CH3:13])[C:25]2[O:24][CH2:23][CH2:22][CH2:21][N:20]([S:48]([CH3:47])(=[O:50])=[O:49])[CH2:19][C:18]=2[C:17]=1[F:33]. Procedure: tert-Butyl 10-[1-(4-amino-3-methyl-1H-pyrazolo[3,4-d]pyrimidin-1-yl)ethyl]-8-chloro-7-fluoro-3,4-dihydro-2H-1,5-benzoxazocine-5(6H)-carboxylate (8 mg, 0.02 mmol) was stirred in methylene chloride (80 μL, 1 mmol) with N,N-diisopropylethylamine (8.5 μL, 0.049 mmol) and cooled to 0° C. Methanesulfonyl chloride (1.6 μL, 0.021 mmol) was added and the mixture was stirred at 0° C. for 1 hr. The mixture was evaporated and diluted with methanol and purified by preparative LCMS (pH 10) to give Example 45.... Starting materials: O=S(=O)(O)Cl, O=C(CSc1cccc(Cl)c1)Nc1ccccc1, Clc1ccccc1Cl. Yields the product O=C(CSc1ccc(S(=O)(=O)Cl)c(Cl)c1)Nc1ccccc1. RXN SMILES: [Cl:19][S:20](=[O:21])(=[O:22])[OH:23].[Cl:1][c:2]1[cH:3][cH:4][cH:5][c:6]([S:8][CH2:9][C:10](=[O:11])[NH:12][c:13]2[cH:14][cH:15][cH:16][cH:17][cH:18]2)[cH:7]1.[Cl:24][c:25]1[cH:26][cH:27][cH:28][cH:29][c:30]1[Cl:31]>>[Cl:1][c:2]1[c:3]([S:20]([Cl:19])(=[O:21])=[O:22])[cH:4][cH:5][c:6]([S:8][CH2:9][C:10](=[O:11])[NH:12][c:13]2[cH:14][cH:15][cH:16][cH:17][cH:18]2)[cH:7]1.